The task is: describe an organic reaction: reactants, conditions, products, and yield. This data is from the Open Reaction Database (ORD), a public repository of structured organic reaction records. The reactants are C(C1=CC=CC=C1)(=O)Cl (benzoyl chloride), COP1OC2=C(C3=C1C=CC=C3)C=CC=C2 (6-methoxy-(6H)-dibenz[c,e][1,2]oxaphosphorin), CCl (methyl chloride). Run in C1(=CC=CC=C1)C (toluene). Run at temperature 130 celsius. The product is C(C1=CC=CC=C1)(=O)P1(OC2=C(C3=C1C=CC=C3)C=CC=C2)=O (6-Benzoyl-(6H)-dibenz[c,e][1,2]oxaphosphorin 6-oxide). Reaction SMILES: [C:1](Cl)(=[O:8])[C:2]1[CH:7]=[CH:6][CH:5]=[CH:4][CH:3]=1.C[O:11][P:12]1[C:17]2[CH:18]=[CH:19][CH:20]=[CH:21][C:16]=2[C:15]2[CH:22]=[CH:23][CH:24]=[CH:25][C:14]=2[O:13]1.CCl>C1(C)C=CC=CC=1>[C:1]([P:12]1(=[O:11])[C:17]2[CH:18]=[CH:19][CH:20]=[CH:21][C:16]=2[C:15]2[CH:22]=[CH:23][CH:24]=[CH:25][C:14]=2[O:13]1)(=[O:8])[C:2]1[CH:7]=[CH:6][CH:5]=[CH:4][CH:3]=1. Procedure: 56 g (0.399 mol) of benzoyl chloride were warmed to 80° to 85° C. under a nitrogen atmosphere. 92 g (0.4 mol) of 6-methoxy-(6H)-dibenz[c,e][1,2]oxaphosphorin were added dropwise over the course of 90 minutes while stirring. The temperature was then increased in steps to 130° C. It was kept at this temperature until evolution of methyl chloride could no longer be detected. The residue was digested with 70 ml of toluene at room temperature. 116 g (90% of theory) of the abovementioned compound, whi... Reactants: C(C1=CC=CC=C1)[C@H](C(=O)O)CC[C@@H](C(N[C@H]1C(N(CCCC1)C1=CC=CC=C1)=O)=O)CC1=CC=CC=C1 ((2R,5R)-2,5-Dibenzyl-6-oxo-6-((R)-2-oxo-1-phenylazepan-3-ylamino)hexanoic acid), FC(C(=O)O)(F)F.N[C@@H]1C(N2[C@@H](SCC1)CCC[C@H]2C=2OC=NN2)=O ((4S,7S,10aS)-4-Amino-7-(1,3,4-oxadiazol-2-yl)hexahydro-2H-pyrido[2,1-b][1,3]thiazepin-5(7H)-one 2,2,2-trifluoroacetate). Yields the product O1C(=NN=C1)[C@@H]1CCC[C@@H]2SCC[C@@H](C(N21)=O)NC([C@H](CC[C@@H](C(=O)N[C@@H]2C(N(CCCC2)C2=CC=CC=C2)=O)CC2=CC=CC=C2)CC2=CC=CC=C2)=O ((2R,5R)—N1-((4S,7S,10aS)-7-(1,3,4-Oxadiazol-2-yl)-5-oxooctahydro-2H-pyrido[2,1-b][1,3]thiazepin-4-yl)-2,5-dibenzyl-N6-((S)-2-oxo-1-phenylazepan-3-yl)hexanediamide), solid. The yield is 24.0%. RXN SMILES: [CH2:1]([C@@H:8]([CH2:12][CH2:13][C@H:14]([CH2:32][C:33]1[CH:38]=[CH:37][CH:36]=[CH:35][CH:34]=1)[C:15](=[O:31])[NH:16][C@@H:17]1[CH2:23][CH2:22][CH2:21][CH2:20][N:19]([C:24]2[CH:29]=[CH:28][CH:27]=[CH:26][CH:25]=2)[C:18]1=[O:30])[C:9](O)=[O:10])[C:2]1[CH:7]=[CH:6][CH:5]=[CH:4][CH:3]=1.FC(F)(F)C(O)=O.[NH2:46][C@H:47]1[CH2:53][CH2:52][S:51][C@H:50]2[CH2:54][CH2:55][CH2:56][C@@H:57]([C:58]3[O:59][CH:60]=[N:61][N:62]=3)[N:49]2[C:48]1=[O:63]>>[O:59]1[CH:60]=[N:61][N:62]=[C:58]1[C@H:57]1[N:49]2[C@@H:50]([S:51][CH2:52][CH2:53][C@H:47]([NH:46][C:9](=[O:10])[C@@H:8]([CH2:1][C:2]3[CH:7]=[CH:6][CH:5]=[CH:4][CH:3]=3)[CH2:12][CH2:13][C@H:14]([CH2:32][C:33]3[CH:38]=[CH:37][CH:36]=[CH:35][CH:34]=3)[C:15]([NH:16][C@H:17]3[CH2:23][CH2:22][CH2:21][CH2:20][N:19]([C:24]4[CH:25]=[CH:26][CH:27]=[CH:28][CH:29]=4)[C:18]3=[O:30])=[O:31])[C:48]2=[O:63])[CH2:54][CH2:55][CH2:56]1 |f:1.2|. Procedure details: (2R,5R)—N1-((4S,7S,10aS)-7-(1,3,4-Oxadiazol-2-yl)-5-oxooctahydro-2H-pyrido[2,1-b][1,3]thiazepin-4-yl)-2,5-dibenzyl-N6-((S)-2-oxo-1-phenylazepan-3-yl)hexanediamide was synthesized as described in General Procedure H using Intermediate 24 (10 mg, 0.020 mmol) and Intermediate 35 (7.1 mg, 0.023 mmol) to give a white solid (3.5 mg, 24% yield). Anal. Calcd. for C43H50N6O5S m/z 762.7. found: 763.3 (M+H)+; 1H NMR (400 MHz, CDCl3) δ ppm 8.31 (1H, s), 7.40-7.32 (2H, m), 7.31-7.07 (13H, m), 7.02-6.90 (2H, ... Starting materials: CC(=O)O[BH-](OC(C)=O)OC(C)=O, CN1CCNCC1, CC(=O)O, CN(C)C=O, ClCCl, COc1cc(Nc2c(C#N)cnc3cc(-c4ccc(C=O)cc4)sc23)c(Cl)cc1Cl, [Na+]. The product is COc1cc(Nc2c(C#N)cnc3cc(-c4ccc(CN5CCN(C)CC5)cc4)sc23)c(Cl)cc1Cl. As a reaction SMILES: [C:38]([O:39][BH-:40]([O:41][C:42](=[O:43])[CH3:44])[O:45][C:46](=[O:47])[CH3:48])(=[O:49])[CH3:50].[CH3:1][N:2]1[CH2:3][CH2:4][NH:5][CH2:6][CH2:7]1.[CH3:52][C:53](=[O:54])[OH:55].[CH3:59][N:60]([CH3:61])[CH:62]=[O:63].[Cl:56][CH2:57][Cl:58].[Cl:8][c:9]1[c:10]([NH:18][c:19]2[c:20]3[c:21]([n:22][cH:23][c:24]2[C:25]#[N:26])[cH:27][c:28](-[c:30]2[cH:31][cH:32][c:33]([CH:36]=[O:37])[cH:34][cH:35]2)[s:29]3)[cH:11][c:12]([O:16][CH3:17])[c:13]([Cl:15])[cH:14]1.[Na+:51]>>[CH3:1][N:2]1[CH2:3][CH2:4][N:5]([CH2:36][c:33]2[cH:32][cH:31][c:30](-[c:28]3[cH:27][c:21]4[c:20]([c:19]([NH:18][c:10]5[c:9]([Cl:8])[cH:14][c:13]([Cl:15])[c:12]([O:16][CH3:17])[cH:11]5)[c:24]([C:25]#[N:26])[cH:23][n:22]4)[s:29]3)[cH:35][cH:34]2)[CH2:6][CH2:7]1.